Task: describe an organic reaction: reactants, conditions, products, and yield. Dataset: the Open Reaction Database (ORD), a public repository of structured organic reaction records The reactants are C(C)(=O)C1=C(N=CO1)C (5-acetyl-4-methyloxazole), BrC1=CSC=C1 (3-Bromothiophene), C(CCC)[Li] (n-butyllithium), O (water). Run in C(C)OCC (diethylether), C(C)OCC (diethylether), C(C)OCC (diethylether). Run at time 2.5 hour. The product is CC=1N=COC1C(C)(O)C1=CSC=C1 (1-(4-methyl-5-oxazolyl)-1-(3-thienyl)ethanol). RXN SMILES: Br[C:2]1[CH:6]=[CH:5][S:4][CH:3]=1.C([Li])CCC.[C:12]([C:15]1[O:19][CH:18]=[N:17][C:16]=1[CH3:20])(=[O:14])[CH3:13].O>C(OCC)C>[CH3:20][C:16]1[N:17]=[CH:18][O:19][C:15]=1[C:12]([C:2]1[CH:6]=[CH:5][S:4][CH:3]=1)([OH:14])[CH3:13]. Procedure: 3-Bromothiophene (4.23 g) in diethylether (10 ml) was added dropwise to n-butyllithium (2.5M solution in hexane, 10.4 ml) in dry diethylether (20 ml) at -70° C. under a nitrogen atmosphere. After 3 hours 5-acetyl-4-methyloxazole (2.5 g) in diethylether (10 ml) was added dropwise. After a further 2.5 hours at -70° C., the mixture was allowed to warm to room temperature and then left overnight. The mixture was poured into water and extracted with ether. The product thus obtained was crystallised f... The reactants are Cc1cc(Br)c(CN)cc1C(F)(F)F, CCOC(C)=O, Cc1ccccc1, O=Cc1cc(C(F)(F)F)cc(C(F)(F)F)c1, [Na+], O=C([O-])O. The product is Cc1cc(Br)c(CNCc2cc(C(F)(F)F)cc(C(F)(F)F)c2)cc1C(F)(F)F. As a reaction SMILES: [Br:1][c:2]1[c:3]([CH2:13][NH2:14])[cH:4][c:5]([C:9]([F:10])([F:11])[F:12])[c:6]([CH3:8])[cH:7]1.[CH3:36][CH2:37][O:38][C:39](=[O:40])[CH3:41].[CH3:42][c:43]1[cH:44][cH:45][cH:46][cH:47][cH:48]1.[F:15][C:16]([c:17]1[cH:18][c:19]([CH:20]=[O:21])[cH:22][c:23]([C:25]([F:26])([F:27])[F:28])[cH:24]1)([F:29])[F:30].[Na+:35].[O-:31][C:32]([OH:33])=[O:34]>>[Br:1][c:2]1[c:3]([CH2:13][NH:14][CH2:20][c:19]2[cH:18][c:17]([C:16]([F:15])([F:29])[F:30])[cH:24][c:23]([C:25]([F:26])([F:27])[F:28])[cH:22]2)[cH:4][c:5]([C:9]([F:10])([F:11])[F:12])[c:6]([CH3:8])[cH:7]1. The reactants are CC(C)(C=C(Br)Br)c1ccc(Cl)cc1, [Li]CCCC, CCCCCC, CCOC(C)=O, N#COc1ccccc1, [Na+], C1CCOC1, [OH-]. Product: CC(C)(C#CC#N)c1ccc(Cl)cc1. As a reaction SMILES: [Br:1][C:2](=[CH:3][C:4]([CH3:5])([CH3:6])[c:7]1[cH:8][cH:9][c:10]([Cl:13])[cH:11][cH:12]1)[Br:14].[CH2:15]([Li:16])[CH2:17][CH2:18][CH3:19].[CH3:34][CH2:35][CH2:36][CH2:37][CH2:38][CH3:39].[CH3:40][CH2:41][O:42][C:43](=[O:44])[CH3:45].[N:20]#[C:21][O:22][c:23]1[cH:24][cH:25][cH:26][cH:27][cH:28]1.[Na+:47].[O:29]1[CH2:30][CH2:31][CH2:32][CH2:33]1.[OH-:46]>>[C:2](#[C:3][C:4]([CH3:5])([CH3:6])[c:7]1[cH:8][cH:9][c:10]([Cl:13])[cH:11][cH:12]1)[C:21]#[N:20].